This data is from the Open Reaction Database (ORD), a public repository of structured organic reaction records. The task is: describe an organic reaction: reactants, conditions, products, and yield Starting materials: N#Cc1ccc(O)c(Br)c1, O=C([O-])[O-], CC(C)=O, ClCc1ccccc1, [I-], [K+], [K+], [K+], O. Product: N#Cc1ccc(OCc2ccccc2)c(Br)c1. As a reaction SMILES: [Br:1][c:2]1[cH:3][c:4]([C:5]#[N:6])[cH:7][cH:8][c:9]1[OH:10].[C:11](=[O:12])([O-:13])[O-:14].[CH3:27][C:28](=[O:29])[CH3:30].[Cl:19][CH2:20][c:21]1[cH:22][cH:23][cH:24][cH:25][cH:26]1.[I-:18].[K+:15].[K+:16].[K+:17].[OH2:31]>>[Br:1][c:2]1[cH:3][c:4]([C:5]#[N:6])[cH:7][cH:8][c:9]1[O:10][CH2:20][c:21]1[cH:22][cH:23][cH:24][cH:25][cH:26]1. Reactants: O=C([O-])[O-], CCn1cc(C(=O)O)c(=O)c2cc(C)sc21, [K+], [K+], CCOS(=O)(=O)OCC. Yields the product CCOC(=O)c1cn(CC)c2sc(C)cc2c1=O. As a reaction SMILES: [C:17](=[O:18])([O-:19])[O-:20].[CH2:1]([CH3:2])[n:3]1[c:4]2[c:5]([c:6](=[O:12])[c:7]([C:9](=[O:10])[OH:11])[cH:8]1)[cH:13][c:14]([CH3:16])[s:15]2.[K+:21].[K+:22].[S:23]([O:24][CH2:25][CH3:26])([O:29][CH2:27][CH3:28])(=[O:30])=[O:31]>>[CH2:1]([CH3:2])[n:3]1[c:4]2[c:5]([c:6](=[O:12])[c:7]([C:9](=[O:10])[O:11][CH2:27][CH3:28])[cH:8]1)[cH:13][c:14]([CH3:16])[s:15]2.